Dataset: the Open Reaction Database (ORD), a public repository of structured organic reaction records. Task: describe an organic reaction: reactants, conditions, products, and yield Reactants: C1([C@H]2[C@@H](C(=O)O1)C=CCC2)=O (cis-1,2,5,6-tetrahydrophthalic anhydride), Cl.NC(CC(=O)OC)C1=CC(=C(C=C1)OC)OC (methyl 3-amino-3-(3,4-dimethoxyphenyl)propionate hydrochloride), C(C)(=O)[O-].[Na+] (sodium acetate). The solvent is C(C)(=O)O (acetic acid). Conditions: time 30 minute. Yields the product C1([C@H]2[C@@H](C(N1C(CC(=O)OC)C1=CC(=C(C=C1)OC)OC)=O)C=CCC2)=O (methyl 3-(cis-1,2,5,6-tetrahydrophthalimido)-3-(3,4-dimethoxyphenyl)-propionate). The yield is 45.5%. RXN SMILES: [C:1]1(=[O:11])[O:6][C:4](=O)[C@H:3]2[CH:7]=[CH:8][CH2:9][CH2:10][C@@H:2]12.Cl.[NH2:13][CH:14]([C:20]1[CH:25]=[CH:24][C:23]([O:26][CH3:27])=[C:22]([O:28][CH3:29])[CH:21]=1)[CH2:15][C:16]([O:18][CH3:19])=[O:17].C([O-])(=O)C.[Na+]>C(O)(=O)C>[C:1]1(=[O:11])[N:13]([CH:14]([C:20]2[CH:25]=[CH:24][C:23]([O:26][CH3:27])=[C:22]([O:28][CH3:29])[CH:21]=2)[CH2:15][C:16]([O:18][CH3:19])=[O:17])[C:4](=[O:6])[C@H:3]2[CH:7]=[CH:8][CH2:9][CH2:10][C@@H:2]12 |f:1.2,3.4|. Reported procedure: A stirred mixture of cis-1,2,5,6-tetrahydrophthalic anhydride (0.76 grams, 5.0 mmol), methyl 3-amino-3-(3,4-dimethoxyphenyl)propionate hydrochloride (1.38 grams, 5.0 mmol), and sodium acetate (0.41 grams, 5.0 mmol) in 20 mL of acetic acid under N2 was heated to reflux for 20 hours. The cooled reaction mixture was concentrated in vacuo and the residue diluted with 25 mL of methylene chloride and then 25 mL of saturated sodium bicarbonate was added in portions and the resulting mixture stirred for... Starting materials: CC1(OB(OC1(C)C)/C=C/CCC(=O)OC)C (Methyl (E)-5-(4,4,5,5-tetramethyl-1,3,2-dioxaborolan-2-yl)pent-4-enoate), [OH-].[K+] (potassium hydroxide). Solvent: CO (MeOH). Run at time 8 hour. The product is B(O)(O)/C=C/CCC(=O)O ((E)-5-Boronopent-4-enoic acid). Isolated yield 56.3%. As a reaction SMILES: CC1(C)C(C)(C)[O:5][B:4](/[CH:9]=[CH:10]/[CH2:11][CH2:12][C:13]([O:15]C)=[O:14])[O:3]1.[OH-].[K+]>CO>[B:4](/[CH:9]=[CH:10]/[CH2:11][CH2:12][C:13]([OH:15])=[O:14])([OH:5])[OH:3] |f:1.2|. Procedure: Methyl (E)-5-(4,4,5,5-tetramethyl-1,3,2-dioxaborolan-2-yl)pent-4-enoate (2.0 g, 8.33 mmol) was dissolved in MeOH (100 ml), a 0.8 M aqueous potassium hydroxide solution (52.1 ml, 41.6 mmol) was added and the mixture was stirred at room temperature overnight. MeOH was removed by concentration under reduced pressure, and 3 M hydrochloric acid was then added until the pH was 3. This aqueous solution was washed with tert-butyl methyl ether and then concentrated under reduced pressure. The resulting r... Starting materials: CN1CCNCC1 (1-methyl-piperazine), C1(=CC=CC=C1)S(=O)(=O)C=1C(=NN2C1N=C(C=C2N)Cl)CC (3-benzenesulphonyl-5-chloro-2-ethyl-pyrazolo[1,5-a]pyrimidin-7-ylamine). Solvent: CN(C)C=O (DMF). Reaction conditions: time 1 hour. The product is C1(=CC=CC=C1)S(=O)(=O)C=1C(=NN2C1N=C(C=C2N)N2CCN(CC2)C)CC (3-benzenesulphonyl-2-ethyl-5-(4-methyl-piperazin-1-yl)-pyrazolo[1,5-a]pyrimidin-7-yl-amine). The yield is 49.9%. RXN SMILES: [CH3:1][N:2]1[CH2:7][CH2:6][NH:5][CH2:4][CH2:3]1.[C:8]1([S:14]([C:17]2[C:18]([CH2:28][CH3:29])=[N:19][N:20]3[C:25]([NH2:26])=[CH:24][C:23](Cl)=[N:22][C:21]=23)(=[O:16])=[O:15])[CH:13]=[CH:12][CH:11]=[CH:10][CH:9]=1>CN(C=O)C>[C:8]1([S:14]([C:17]2[C:18]([CH2:28][CH3:29])=[N:19][N:20]3[C:25]([NH2:26])=[CH:24][C:23]([N:5]4[CH2:6][CH2:7][N:2]([CH3:1])[CH2:3][CH2:4]4)=[N:22][C:21]=23)(=[O:16])=[O:15])[CH:13]=[CH:12][CH:11]=[CH:10][CH:9]=1. Procedure details: 0.33 ml (3 mmol) of 1-methyl-piperazine was added to a solution of 0.4 g (1.2 mmol) of 3-benzenesulphonyl-5-chloro-2-ethyl-pyrazolo[1,5-a]pyrimidin-7-ylamine in 5 ml of DMF and stirred at 90° for 1 hr. The reaction solution was evaporated and the residue was partitioned between H2O and CH2Cl2. The aqueous phase was extracted three times with 50 ml of CH2Cl2. The combined organic phases were dried (MgSO4), filtered and evaporated. Subsequent chromatography (silica gel, CH2Cl2/MeOH 9:1) and crysta... Starting materials: CCOC(=O)c1noc(-c2ccc(OC(C)(C)c3nnc(-c4ccccc4C(F)(F)F)n3C)cc2)n1, CCO, Cl, [Na+], [OH-], O. Product: Cn1c(-c2ccccc2C(F)(F)F)nnc1C(C)(C)Oc1ccc(-c2nc(C(=O)O)no2)cc1. RXN SMILES: [CH3:1][C:2]([CH3:3])([O:4][c:5]1[cH:6][cH:7][c:8](-[c:11]2[n:12][c:13]([C:16](=[O:17])[O:18][CH2:19][CH3:20])[n:14][o:15]2)[cH:9][cH:10]1)[c:21]1[n:22][n:23][c:24](-[c:27]2[c:28]([C:33]([F:34])([F:35])[F:36])[cH:29][cH:30][cH:31][cH:32]2)[n:25]1[CH3:26].[CH3:41][CH2:42][OH:43].[ClH:40].[Na+:38].[OH-:37].[OH2:39]>>[CH3:1][C:2]([CH3:3])([O:4][c:5]1[cH:6][cH:7][c:8](-[c:11]2[n:12][c:13]([C:16](=[O:17])[OH:18])[n:14][o:15]2)[cH:9][cH:10]1)[c:21]1[n:22][n:23][c:24](-[c:27]2[c:28]([C:33]([F:34])([F:35])[F:36])[cH:29][cH:30][cH:31][cH:32]2)[n:25]1[CH3:26]. Reactants: CC=1C(C(CC2OCOC21)(C)C)=O (4,6,6-trimethyl-5,6,7,7a-tetrahydro-1,3-benzodioxol-5-one), O1CCCC1 (tetrahydrofuran), C[Si](C)(C)C[Li] (trimethylsilylmethyllithium), [Li] (lithium), ClC[Si](C)(C)C (chloromethyltrimethylsilane). Run in CCCCC (pentane). Run at time 30 minute. The product is C=CCCC(=O)O (4 Pa), CC=1C(C(CC2OCOC21)(C)C)=C (4,6,6-trimethyl-5,6,7,7a-tetrahydro-5-methylidene-1,3-benzodioxol). Yield: 82.0%. Reaction SMILES: C[Si](C[Li])(C)C.[Li].ClC[Si](C)(C)C.[CH3:14][C:15]1[C:16](=O)[C:17]([CH3:25])([CH3:24])[CH2:18][CH:19]2[C:23]=1[O:22][CH2:21][O:20]2.[O:27]1CCC[CH2:28]1>CCCCC>[CH2:25]=[CH:17][CH2:18][CH2:19][C:23]([OH:27])=[O:22].[CH3:14][C:15]1[C:16](=[CH2:28])[C:17]([CH3:25])([CH3:24])[CH2:18][CH:19]2[C:23]=1[O:22][CH2:21][O:20]2 |^1:6|. Procedure details: The solution of trimethylsilylmethyllithium (about 0.43 mol) prepared from 8.7 g (1.25 mol) of lithium powder and 74 ml (61.6 g, 0.5 mol) of chloromethyltrimethylsilane in 450 ml of pentane was placed in a 750 ml four-necked sulphonation flask provided with a magnetic stirrer, dropping funnel, condenser and argon gasification. Then a solution of 60.0 g (0.33 mol) of 4,6,6-trimethyl-5,6,7,7a-tetrahydro-1,3-benzodioxol-5-one in 75 ml of tetrahydrofuran was added dropwise thereto at −20° C. within ... The reactants are OC1=CC=C(C(=O)O)C=C1 (p-hydroxybenzoic acid), C(C1=CC=CC=C1)O (benzyl alcohol), C=1(C(=CC=CC1)C)C (xylene). Yields the product OC1=CC=C(C(=O)OCC2=CC=CC=C2)C=C1 (Benzyl p-hydroxybenzoate). The solvent is O (Water). Procedure: 69.1 g (0.5 mole) of p-hydroxybenzoic acid, 216.2 g (2 moles) of benzyl alcohol, 0.7 g of tetraisopropyl titanate and 30 g of xylene were fed into a fournecked glass flask, and refluxed for 3 hours with stirring in an atmosphere of nitrogen. During this time, the temperature of the reaction mixture was maintained at 85° C. Water formed by the reaction was removed out of the reaction system by the Dien-Stark's device. The presence of xylene simplified temperature control and promoted removal of w... The reagents and catalysts are CC(C)[O-].CC(C)[O-].CC(C)[O-].CC(C)[O-].[Ti+4] (tetraisopropyl titanate). Isolated yield 98.7%. RXN SMILES: [OH:1][C:2]1[CH:10]=[CH:9][C:5]([C:6]([OH:8])=[O:7])=[CH:4][CH:3]=1.[CH2:11](O)[C:12]1[CH:17]=[CH:16][CH:15]=[CH:14][CH:13]=1.C1(C)C(C)=CC=CC=1>CC([O-])C.CC([O-])C.CC([O-])C.CC([O-])C.[Ti+4].O>[OH:1][C:2]1[CH:10]=[CH:9][C:5]([C:6]([O:8][CH2:11][C:12]2[CH:17]=[CH:16][CH:15]=[CH:14][CH:13]=2)=[O:7])=[CH:4][CH:3]=1 |f:3.4.5.6.7|. Run at temperature 85 celsius. Starting materials: C1(=CC=CC=C1)C(C(=O)O)CC (2-phenylbutyric acid), C1(=CC=CC=C1)C(C(=O)O)CC.[Mg+2].[Cl-].[Cl-] (phenylbutyric acid MgCl2). Run in C1(=CC=CC=C1)C (toluene), C1(=CC=CC=C1)C (toluene). Yields the product C1(=CC=CC=C1)C(C(=O)[O-])CC.[Cl-].[Mg+2] (Magnesium Chloride 2-Phenylbutyrate). As a reaction SMILES: [C:1]1([CH:7]([CH2:11][CH3:12])[C:8]([OH:10])=[O:9])[CH:6]=[CH:5][CH:4]=[CH:3][CH:2]=1.C1(C(CC)C(O)=O)C=CC=CC=1.[Mg+2:25].[Cl-:26].[Cl-]>C1(C)C=CC=CC=1>[C:1]1([CH:7]([CH2:11][CH3:12])[C:8]([O-:10])=[O:9])[CH:6]=[CH:5][CH:4]=[CH:3][CH:2]=1.[Cl-:26].[Mg+2:25] |f:1.2.3.4,6.7.8|. Procedure: 5.52 g (51.6 mmoles) of the support obtained as already described, are suspended in 300 ml of toluene, operating in a stirred 1,000 ml reactor. 16.9 g (103.2 mmoles) of 2-phenylbutyric acid dissolved in 150 ml of anhydrous toluene (with a molar ratio phenylbutyric acid/MgCl2 equal to 2.0) are slowly added, under stirring, to the suspension obtained, kept at room temperature. At the end of the addition, nitrogen is bubbled in for 3 hours. The residue is filtered on a sintered glass septum.